From a dataset of the Open Reaction Database (ORD), a public repository of structured organic reaction records. describe an organic reaction: reactants, conditions, products, and yield Reactants: C([O-])([O-])=O.[K+].[K+] (potassium carbonate), polyphosphoric acid, C(#N)C(CC(=O)OCC)(CCC(=O)OCC)C1=CC=CC=C1 (diethyl β-cyano-β-phenyladipate), 15362f. Reaction conditions: time 5 hour. The product is N1CC2(CCC1=O)C(C(C1=CC=CC=C12)=O)=O (spiro-[indane-1,3'-piperidine]-2,3,6'-trione). Yield: 4.4%. RXN SMILES: [C:1]([C:3]([C:17]1[CH:22]=[CH:21][CH:20]=[CH:19][CH:18]=1)([CH2:10][CH2:11][C:12]([O:14]CC)=O)[CH2:4][C:5]([O:7]CC)=O)#[N:2].C(=O)([O-])[O-:24].[K+].[K+]>>[NH:2]1[C:12](=[O:14])[CH2:11][CH2:10][C:3]2([C:17]3[C:18](=[CH:19][CH:20]=[CH:21][CH:22]=3)[C:5](=[O:7])[C:4]2=[O:24])[CH2:1]1 |f:1.2.3|. Procedure details: A mixture of 310 grams of polyphosphoric acid and 30.24 grams (0.1 M) of diethyl β-cyano-β-phenyladipate, prepared by the general method of Branchini et al., Annali di Chimica, 51, 1382 (1961), Chem. Abstr., 56, 15362f (1962), were heated and stirred under nitrogen atmosphere on a steam bath for five hours. The reaction mixture was poured into an icewater slurry keeping the mixture temperature at about 10° C. by additions of crushed ice. Solid potassium carbonate was added to the reaction mixtur... Reactants: Nc1c(Cl)cc(CC(CC(=O)N2CCC(N3Cc4cc(O)ccc4NC3=O)CC2)C(=O)O)cc1C(F)(F)F, C1CN(C2CCOCC2)CCN1. The product is Nc1c(Cl)cc(CC(CC(=O)N2CCC(N3Cc4cc(O)ccc4NC3=O)CC2)C(=O)N2CCN(C3CCOCC3)CC2)cc1C(F)(F)F. RXN SMILES: [NH2:1][c:2]1[c:3]([Cl:38])[cH:4][c:5]([CH2:6][CH:7]([C:8](=[O:9])[OH:10])[CH2:11][C:12](=[O:13])[N:14]2[CH2:15][CH2:16][CH:17]([N:20]3[C:21](=[O:31])[NH:22][c:23]4[cH:24][cH:25][c:26]([OH:30])[cH:27][c:28]4[CH2:29]3)[CH2:18][CH2:19]2)[cH:32][c:33]1[C:34]([F:35])([F:36])[F:37].[O:39]1[CH2:40][CH2:41][CH:42]([N:45]2[CH2:46][CH2:47][NH:48][CH2:49][CH2:50]2)[CH2:43][CH2:44]1>>[NH2:1][c:2]1[c:3]([Cl:38])[cH:4][c:5]([CH2:6][CH:7]([C:8](=[O:9])[N:48]2[CH2:47][CH2:46][N:45]([CH:42]3[CH2:41][CH2:40][O:39][CH2:44][CH2:43]3)[CH2:50][CH2:49]2)[CH2:11][C:12](=[O:13])[N:14]2[CH2:15][CH2:16][CH:17]([N:20]3[C:21](=[O:31])[NH:22][c:23]4[cH:24][cH:25][c:26]([OH:30])[cH:27][c:28]4[CH2:29]3)[CH2:18][CH2:19]2)[cH:32][c:33]1[C:34]([F:35])([F:36])[F:37]. Reported procedure: A solution of 1.9 g of sodium nitrite in 10 ml of water is added to a suspension, cooled to -5° C., of 5.2 g of 4-nitro-1-naphthylamine in 150 ml of concentrated HCl, 100 ml of 1N HCl and 150 ml of AcOH. The mixture is left stirring for 1 hour 15 minutes at a temperature of between -5° C. and 0° C. It is cooled to -15° C., and a solution of 12.5 g of stannous chloride dihydrate in 30 ml of concentrated HCl is added very slowly. The temperature is allowed to rise to RT and the reaction mixture is... Starting materials: [N+](=O)([O-])C1=CC=C(C2=CC=CC=C12)N (4-nitro-1-naphthylamine), Cl (HCl), Cl (HCl), stannous chloride dihydrate, Cl (HCl), N(=O)[O-].[Na+] (sodium nitrite). Conditions: temperature -15 celsius, time 15 minute. The product is Cl.N(N)C1=CC=C(C2=CC=CC=C12)[N+](=O)[O-] (1-Hydrazino-4-nitronaphthalene Hydrochloride). Solvent: CC(=O)O (AcOH), O (water). As a reaction SMILES: [N:1]([O-])=O.[Na+].[N+:5]([C:8]1[C:17]2[C:12](=[CH:13][CH:14]=[CH:15][CH:16]=2)[C:11]([NH2:18])=[CH:10][CH:9]=1)([O-:7])=[O:6].[ClH:19]>O.CC(O)=O>[ClH:19].[NH:18]([C:11]1[C:12]2[C:17](=[CH:16][CH:15]=[CH:14][CH:13]=2)[C:8]([N+:5]([O-:7])=[O:6])=[CH:9][CH:10]=1)[NH2:1] |f:0.1,6.7|. The reactants are CCOC(=O)C(CNC(C)=O)C(C)=O, ClCCl. Yields the product CCOC(=O)C(CNC(C)=O)C(C)O. Reaction SMILES: [C:1]([CH3:2])(=[O:3])[NH:4][CH2:5][CH:6]([C:7](=[O:8])[O:9][CH2:10][CH3:11])[C:12]([CH3:13])=[O:14].[CH2:15]([Cl:16])[Cl:17]>>[C:1]([CH3:2])(=[O:3])[NH:4][CH2:5][CH:6]([C:7](=[O:8])[O:9][CH2:10][CH3:11])[CH:12]([CH3:13])[OH:14]. Reactants: N#Cc1ccc(Br)cn1, CS(=O)[O-], CS(C)=O, [Na+]. Product: CS(=O)(=O)c1ccc(C#N)nc1. RXN SMILES: [Br:1][c:2]1[cH:3][cH:4][c:5]([C:8]#[N:9])[n:6][cH:7]1.[CH3:10][S:11](=[O:12])[O-:13].[CH3:15][S:16]([CH3:17])=[O:18].[Na+:14]>>[c:2]1([S:11]([CH3:10])(=[O:12])=[O:13])[cH:3][cH:4][c:5]([C:8]#[N:9])[n:6][cH:7]1. Reactants: C(C)(C)(C)OC(=O)N1CC2CN(CC2C1)CC1=CC=2N=C(N=C(C2S1)N1CCOCC1)Cl (5-(2-chloro-4-morpholin-4-yl-thieno[3,2-d]pyrimidin-6-ylmethyl)-hexahydro-pyrrolo[3,4-c]pyrrole-2-carboxylic acid tert-butyl ester), Cl.C(C)(C)(C)OC(=O)N1CC2(CC1)CNCC2 (2,7-diaza-spiro[4.4]nonane-2-carboxylic acid tert-butyl ester hydrochloride). Yields the product C(C)(C)(C)OC(=O)N1CC2(CC1)CN(CC2)CC2=CC=1N=C(N=C(C1S2)N2CCOCC2)Cl (7-(2-Chloro-4-morpholin-4-yl-thieno[3,2-d]pyrimidin-6-ylmethyl)-2,7-diaza-spiro[4.4]nonane-2-carboxylic acid tert-butyl ester), oil. Isolated yield 67.0%. RXN SMILES: [C:1]([O:5][C:6]([N:8]1[CH2:15][CH:14]2[CH:10]([CH2:11][N:12]([CH2:16][C:17]3[S:25][C:24]4[C:23]([N:26]5[CH2:31][CH2:30][O:29][CH2:28][CH2:27]5)=[N:22][C:21]([Cl:32])=[N:20][C:19]=4[CH:18]=3)[CH2:13]2)[CH2:9]1)=[O:7])([CH3:4])([CH3:3])[CH3:2].Cl.[C:34](OC(N1CCC2(CCNC2)C1)=O)(C)(C)C>>[C:1]([O:5][C:6]([N:8]1[CH2:15][CH2:34][C:10]2([CH2:14][CH2:13][N:12]([CH2:16][C:17]3[S:25][C:24]4[C:23]([N:26]5[CH2:31][CH2:30][O:29][CH2:28][CH2:27]5)=[N:22][C:21]([Cl:32])=[N:20][C:19]=4[CH:18]=3)[CH2:11]2)[CH2:9]1)=[O:7])([CH3:4])([CH3:2])[CH3:3] |f:1.2|. Reported procedure: Prepared according to the method used in the preparation of 5-(2-chloro-4-morpholin-4-yl-thieno[3,2-d]pyrimidin-6-ylmethyl)-hexahydro-pyrrolo[3,4-c]pyrrole-2-carboxylic acid tert-butyl ester using 2,7-diaza-spiro[4.4]nonane-2-carboxylic acid tert-butyl ester hydrochloride in place of hexahydro-pyrrolo[3,4-c]pyrrole-2-carboxylic acid tert-butyl ester. The title compound was obtained as a pale yellow oil (96 mg, 67%).